This data is from the Open Reaction Database (ORD), a public repository of structured organic reaction records. The task is: describe an organic reaction: reactants, conditions, products, and yield Starting materials: BrC=1C=C(OC1)C(=O)N (4-Bromofuran-2-carboxamide), O=CC(Cl)(Cl)Cl (chloral). RXN SMILES: [Br:1][C:2]1[CH:3]=[C:4]([C:7]([NH2:9])=[O:8])[O:5][CH:6]=1.[O:10]=[CH:11][C:12]([Cl:15])([Cl:14])[Cl:13]>C1(C)C(C)=CC=CC=1>[Br:1][C:2]1[CH:3]=[C:4]([C:7]([NH:9][CH:11]([OH:10])[C:12]([Cl:15])([Cl:14])[Cl:13])=[O:8])[O:5][CH:6]=1. Solvent: C=1(C(=CC=CC1)C)C (xylene). Product: BrC=1C=C(OC1)C(=O)NC(C(Cl)(Cl)Cl)O (4-bromo-N-(2,2,2-trichloro-1-hydroxyethyl)furan-2-carboxamide). Run at temperature 95 celsius. Procedure details: A mixture of 4-bromofuran-2-carboxamide 124 (0.85 g, 4.47 mmol) and chloral (0.78 mL) in xylene was heated at 95° C. for 1.5 hours. The mixture was concentrated to give 4-bromo-N-(2,2,2-trichloro-1-hydroxyethyl)furan-2-carboxamide 125 as a tan solid that was used without further purification. Starting materials: CCCOc1ccc(C(N)CC(=O)O)cc1OC, COc1ccc(C(N)CC(=O)O)cc1OC. Yields the product CCCOc1ccc(C(N)CC(=O)OC)cc1OC. As a reaction SMILES: [NH2:17][CH:18]([CH2:19][C:20](=[O:21])[OH:22])[c:23]1[cH:24][c:25]([O:33][CH3:34])[c:26]([O:29][CH2:30][CH2:31][CH3:32])[cH:27][cH:28]1.[NH2:1][CH:2]([c:3]1[cH:4][cH:5][c:6]([O:7][CH3:8])[c:9]([O:10][CH3:11])[cH:12]1)[CH2:13][C:14]([OH:15])=[O:16]>>[CH3:2][O:22][C:20]([CH2:19][CH:18]([NH2:17])[c:23]1[cH:24][c:25]([O:33][CH3:34])[c:26]([O:29][CH2:30][CH2:31][CH3:32])[cH:27][cH:28]1)=[O:21]. Reactants: ONC(=O)[C@H](CNC(=O)OC(C)(C)C)NC(=O)C1=CC=C(C=C1)C#CC1=CC=C(C=C1)NC(CNC(=O)OC(C)(C)C)=O (N-(4-{2-[4-(N-{1-(N-hydroxycarbamoyl)(1S)-2-[(tert-butoxy)carbonylamino]ethyl}carbamoyl) phenyl]ethynyl}phenyl)-2-[(tert-butoxy)carbonylamino]acetamide), C(=O)(C(F)(F)F)O.C(Cl)Cl (TFA CH2Cl2). Conditions: time 2 hour. The product is NCC(=O)NC1=CC=C(C=C1)C#CC1=CC=C(C(=O)N[C@H](C(=O)NO)CN)C=C1 (4-({4-[(aminoacetyl)amino]phenyl}ethynyl)-N-[(1S)-1-(aminomethyl)-2-(hydroxyamino)-2-oxoethyl]benzamide). The yield is 104.4%. Reaction SMILES: [OH:1][NH:2][C:3]([C@@H:5]([NH:15][C:16]([C:18]1[CH:23]=[CH:22][C:21]([C:24]#[C:25][C:26]2[CH:31]=[CH:30][C:29]([NH:32][C:33](=[O:43])[CH2:34][NH:35]C(OC(C)(C)C)=O)=[CH:28][CH:27]=2)=[CH:20][CH:19]=1)=[O:17])[CH2:6][NH:7]C(OC(C)(C)C)=O)=[O:4].C(O)(C(F)(F)F)=O.C(Cl)Cl>>[NH2:35][CH2:34][C:33]([NH:32][C:29]1[CH:30]=[CH:31][C:26]([C:25]#[C:24][C:21]2[CH:22]=[CH:23][C:18]([C:16]([NH:15][C@@H:5]([CH2:6][NH2:7])[C:3]([NH:2][OH:1])=[O:4])=[O:17])=[CH:19][CH:20]=2)=[CH:27][CH:28]=1)=[O:43] |f:1.2|. Reported procedure: To an oven-dried flask containing N-(4-{2-[4-(N-{1-(N-hydroxycarbamoyl)(1S)-2-[(tert-butoxy)carbonylamino]ethyl}carbamoyl)phenyl]ethynyl}phenyl)-2-[(tert-butoxy)carbonylamino]acetamide (6) (130 mg, 0.218 mmol) was added 1:1 TFA/CH2Cl2 (2.5 mL). The resulting pink solution was stirred for 2 h and concentrated to give a pink gum. The crude residue was rinsed with CH2Cl2 (4 mL), concentrated by rotary evaporation and dissolved in THF (2 mL) and MeOH (0.4 mL). A solution of 4 M HCl in dioxane (200 μ... Reactants: CCN(CC)CCNC(=O)c1ccc(NC(=O)COCc2ccccc2)cc1OC, CO. Product: CCN(CC)CCNC(=O)c1ccc(NC(=O)CO)cc1OC. As a reaction SMILES: [CH2:1]([CH3:2])[N:3]([CH2:4][CH2:5][NH:6][C:7]([c:8]1[c:9]([O:26][CH3:27])[cH:10][c:11]([NH:14][C:15]([CH2:16][O:17][CH2:18][c:19]2[cH:20][cH:21][cH:22][cH:23][cH:24]2)=[O:25])[cH:12][cH:13]1)=[O:28])[CH2:29][CH3:30].[CH3:31][OH:32]>>[CH2:1]([CH3:2])[N:3]([CH2:4][CH2:5][NH:6][C:7]([c:8]1[c:9]([O:26][CH3:27])[cH:10][c:11]([NH:14][C:15]([CH2:16][OH:17])=[O:25])[cH:12][cH:13]1)=[O:28])[CH2:29][CH3:30].